From a dataset of the Open Reaction Database (ORD), a public repository of structured organic reaction records. describe an organic reaction: reactants, conditions, products, and yield Reactants: 5-cyclic ethylene ketal, COC(CCCCCCC1C(C(CC1=O)OC(C)=O)C=O)=O (3-acetoxy-2-formyl-5-oxocyclopentaneheptanoic acid methyl ester), O=C(CP(OC)(OC)=O)CCCCC (dimethyl 2-oxoheptylphosphonate), [H-].[Na+] (sodium hydride), NaH2PO4. Solvent: O1CCCC1 (tetrahydrofuran), O1CCCC1 (tetrahydrofuran), O1CCCC1 (tetrahydrofuran). The product is COC(CCCCCCC1C(C(CC1=O)OC(C)=O)C=CC(CCCCC)=O)=O (3-acetoxy-2-(3-oxo-1-octenyl)-5-oxocyclopentaneheptanoic acid methyl ester), 5-cyclic ethylene acetal. Reaction SMILES: [O:1]=[C:2]([CH2:10][CH2:11][CH2:12][CH2:13][CH3:14])[CH2:3]P(=O)(OC)OC.[H-].[Na+].[CH3:17][O:18][C:19](=[O:38])[CH2:20][CH2:21][CH2:22][CH2:23][CH2:24][CH2:25][CH:26]1[C:30](=[O:31])[CH2:29][CH:28]([O:32][C:33](=[O:35])[CH3:34])[CH:27]1[CH:36]=O>O1CCCC1>[CH3:17][O:18][C:19](=[O:38])[CH2:20][CH2:21][CH2:22][CH2:23][CH2:24][CH2:25][CH:26]1[C:30](=[O:31])[CH2:29][CH:28]([O:32][C:33](=[O:35])[CH3:34])[CH:27]1[CH:36]=[CH:3][C:2](=[O:1])[CH2:10][CH2:11][CH2:12][CH2:13][CH3:14] |f:1.2|. Reported procedure: 70 Mg. of dimethyl 2-oxoheptylphosphonate in 2 ml. of tetrahydrofuran is added to 12 mg. of 48% sodium hydride in 1 ml. of tetrahydrofuran, and the mixture stirred at 0°C. under nitrogen for 30 minutes. 70 Mg. of 3-acetoxy-2-formyl-5-oxocyclopentaneheptanoic acid methyl ester, 5-cyclic ethylene ketal in 2 ml. of tetrahydrofuran is then added dropwise and the mixture allowed to warm to 20°-25°C. After 3 hours the mixture is chilled, added to cold saturated aqueous NaH2PO4, extracted with ethyl ac... Reactants: COC(=O)c1cccc(I)c1C(=O)OC, COc1ccccc1O, [Cu]Br, [H-], [Na+], c1ccncc1. Yields the product COC(=O)c1cccc(Oc2ccccc2OC)c1C(=O)OC. RXN SMILES: [CH3:12][O:13][C:14]([c:15]1[c:16]([C:17](=[O:18])[O:19][CH3:20])[c:21]([I:25])[cH:22][cH:23][cH:24]1)=[O:26].[CH3:1][O:2][c:3]1[cH:4][cH:5][cH:6][cH:7][c:8]1[OH:9].[Cu:33][Br:34].[H-:10].[Na+:11].[cH:27]1[cH:28][cH:29][n:30][cH:31][cH:32]1>>[CH3:1][O:2][c:3]1[cH:4][cH:5][cH:6][cH:7][c:8]1[O:9][c:21]1[c:16]([C:17](=[O:18])[O:19][CH3:20])[c:15]([C:14]([O:13][CH3:12])=[O:26])[cH:24][cH:23][cH:22]1. Reactants: COC(=O)C1=C(C)NC(C)=C(C(=O)OC)C1c1ccccc1C(F)(F)F, ClC(Cl)Cl, c1ccncc1. The product is COC(=O)C1=C(C)NC2=C(C(=O)OC2)C1c1ccccc1C(F)(F)F. As a reaction SMILES: [CH3:1][C:2]1=[C:7]([C:8](=[O:9])[O:10][CH3:11])[CH:6]([c:12]2[c:13]([C:18]([F:19])([F:20])[F:21])[cH:14][cH:15][cH:16][cH:17]2)[C:5]([C:22](=[O:23])[O:24][CH3:25])=[C:4]([CH3:26])[NH:3]1.[CH:33]([Cl:34])([Cl:35])[Cl:36].[cH:27]1[cH:28][cH:29][n:30][cH:31][cH:32]1>>[CH2:1]1[C:2]2=[C:7]([CH:6]([c:12]3[c:13]([C:18]([F:19])([F:20])[F:21])[cH:14][cH:15][cH:16][cH:17]3)[C:5]([C:22](=[O:23])[O:24][CH3:25])=[C:4]([CH3:26])[NH:3]2)[C:8](=[O:10])[O:9]1.